From a dataset of the Open Reaction Database (ORD), a public repository of structured organic reaction records. describe an organic reaction: reactants, conditions, products, and yield Reactants: O=C([O-])[O-], CC(=O)OCC1OC(Oc2n[nH]c(C(F)(F)F)c2Cc2cc(C)cs2)C(OC(C)=O)C(OC(C)=O)C1OC(C)=O, CI, [K+], [K+], C1CCOC1. Product: CC(=O)OCC1OC(Oc2nn(C)c(C(F)(F)F)c2Cc2cc(C)cs2)C(OC(C)=O)C(OC(C)=O)C1OC(C)=O. RXN SMILES: [C:41](=[O:42])([O-:43])[O-:44].[CH3:1][c:2]1[cH:3][c:4]([CH2:7][c:8]2[c:9]([O:17][CH:18]3[CH:19]([O:20][C:21]([CH3:22])=[O:23])[CH:24]([O:25][C:26]([CH3:27])=[O:28])[CH:29]([O:30][C:31]([CH3:32])=[O:33])[CH:34]([CH2:36][O:37][C:38]([CH3:39])=[O:40])[O:35]3)[n:10][nH:11][c:12]2[C:13]([F:14])([F:15])[F:16])[s:5][cH:6]1.[I:47][CH3:48].[K+:45].[K+:46].[O:49]1[CH2:50][CH2:51][CH2:52][CH2:53]1>>[CH3:1][c:2]1[cH:3][c:4]([CH2:7][c:8]2[c:9]([O:17][CH:18]3[CH:19]([O:20][C:21]([CH3:22])=[O:23])[CH:24]([O:25][C:26]([CH3:27])=[O:28])[CH:29]([O:30][C:31]([CH3:32])=[O:33])[CH:34]([CH2:36][O:37][C:38]([CH3:39])=[O:40])[O:35]3)[n:10][n:11]([CH3:41])[c:12]2[C:13]([F:14])([F:15])[F:16])[s:5][cH:6]1.